Dataset: the Open Reaction Database (ORD), a public repository of structured organic reaction records. Task: describe an organic reaction: reactants, conditions, products, and yield RXN SMILES: [BH4-:16].[CH3:18][OH:19].[Na+:17].[O:1]=[c:2]1[cH:3][c:4]([C:12](=[O:13])[O:14][CH3:15])[o:5][c:6]2[cH:7][cH:8][cH:9][cH:10][c:11]12>>[O:1]=[c:2]1[cH:3][c:4]([CH2:12][OH:13])[o:5][c:6]2[cH:7][cH:8][cH:9][cH:10][c:11]12. The reactants are [BH4-], CO, [Na+], COC(=O)c1cc(=O)c2ccccc2o1. Yields the product O=c1cc(CO)oc2ccccc12. Reactants: C1(=CC=CC=C1)C#CC(=O)OCC (Ethyl phenylpropiolate), N1=CC=CC2=CC=CC=C12 (quinoline). Reagents/catalysts: [Pd] (palladium on calcium carbonate). The solvent is CCCCCC (hexane). Product: C(\C=C/C1=CC=CC=C1)(=O)OCC (cis-ethyl cinnamate). Isolated yield 92.3%. Reaction SMILES: [C:1]1([C:7]#[C:8][C:9]([O:11][CH2:12][CH3:13])=[O:10])[CH:6]=[CH:5][CH:4]=[CH:3][CH:2]=1.N1C2C(=CC=CC=2)C=CC=1>CCCCCC.[Pd]>[C:9]([O:11][CH2:12][CH3:13])(=[O:10])/[CH:8]=[CH:7]\[C:1]1[CH:2]=[CH:3][CH:4]=[CH:5][CH:6]=1. Procedure details: Ethyl phenylpropiolate (10.8 g, 0.062 mol) was dissolved in hexane (540 ml), followed by addition of quinoline (11.2 g) and palladium on calcium carbonate (Lindlax catalyst, 3.6 g). The resulting reaction mixture was stirred under hydrogen (1 atm) at room temperature, and the progress of the reaction was monitored closely by GC analysis. The reaction was stopped by displacement of the hydrogen atmosphere with nitrogen once the rate of absorption of hydrogen was observed to decrease abruptly. The... Reactants: S(=O)(=O)(C1=CC=C(C)C=C1)OCCCC1=CC=C(C(=O)OC)C=C1 (methyl 4-(3-tosyloxypropyl)benzoate), CNC (dimethylamine). Conditions: temperature 50 celsius, time 15 hour. Yields the product CN(CCCC1=CC=C(C(=O)OC)C=C1)C (methyl 4-[3-(dimethylamino)-propyl]benzoate). Procedure details: To a solution of methyl 4-(3-tosyloxypropyl)benzoate (500 mg) in dimethylformamide (3 mL) is added 2M dimethylamine solution in tetrahydrofuran (2.2 mL) and the mixture is stirred at 50° C. for 15 hours. The reaction mixture is diluted with ethyl acetate, washed with a saturated sodium hydrogencarbonate solution and concentrated in vacuo. The residue is purified by column chromatography on silica gel (Solvent; chloroform:methanol=100:0→90:10) to give methyl 4-[3-(dimethylamino)-propyl]benzoate (... The solvent is CN(C=O)C (dimethylformamide), O1CCCC1 (tetrahydrofuran), C(C)(=O)OCC (ethyl acetate). Reaction SMILES: S(O[CH2:12][CH2:13][CH2:14][C:15]1[CH:24]=[CH:23][C:18]([C:19]([O:21][CH3:22])=[O:20])=[CH:17][CH:16]=1)(C1C=CC(C)=CC=1)(=O)=O.[CH3:25][NH:26][CH3:27]>CN(C)C=O.O1CCCC1.C(OCC)(=O)C>[CH3:25][N:26]([CH3:27])[CH2:12][CH2:13][CH2:14][C:15]1[CH:24]=[CH:23][C:18]([C:19]([O:21][CH3:22])=[O:20])=[CH:17][CH:16]=1. Starting materials: C(C=CC1=CC=CC=C1)=O (cinnamaldehyde), C(=O)(OCC)C1(NCCC1(C)C)C(=O)OCC (2,2-dicarboethoxy-3,3-dimethyl-pyrrolidine). Yields the product C(C)OC(=O)C1(NCCC1C1=CC=CC=C1)C(=O)OCC (Diethyl-3-phenylpyrrolidine-2,2-dicarboxylate). Reaction SMILES: [CH:1](=O)[CH:2]=[CH:3][C:4]1C=CC=C[CH:5]=1.[C:11]([C:16]1([C:23]([O:25][CH2:26][CH3:27])=[O:24])[C:20]([CH3:22])(C)[CH2:19][CH2:18][NH:17]1)([O:13][CH2:14][CH3:15])=[O:12]>>[CH2:26]([O:25][C:23]([C:16]1([C:11]([O:13][CH2:14][CH3:15])=[O:12])[CH:20]([C:22]2[CH:5]=[CH:4][CH:3]=[CH:2][CH:1]=2)[CH2:19][CH2:18][NH:17]1)=[O:24])[CH3:27]. Procedure: Diethyl-3-phenylpyrrolidine-2,2-dicarboxylate was prepared from cinnamaldehyde (1.22 mL, 9.70 mmol) essentially according to the procedure described in U.S. Pat. No. 4,060,603 for the preparation of 2,2-dicarboethoxy-3,3-dimethyl-pyrrolidine. The resulting yellow oil was used in the next step without purification. LCMS RT=1.26 min. LCMS (M+H)=292.1.